From a dataset of the Open Reaction Database (ORD), a public repository of structured organic reaction records. describe an organic reaction: reactants, conditions, products, and yield The reactants are O=C([O-])[O-], CC(=O)c1ccc(Cl)cc1O, [H-], CI, [K+], [K+], [Na+], CN(C)C=O. The product is COc1cc(Cl)ccc1C(C)=O. Reaction SMILES: [C:16](=[O:17])([O-:18])[O-:19].[Cl:1][c:2]1[cH:3][c:4]([OH:11])[c:5]([C:8]([CH3:9])=[O:10])[cH:6][cH:7]1.[H-:12].[I:14][CH3:15].[K+:20].[K+:21].[Na+:13].[O:22]=[CH:23][N:24]([CH3:25])[CH3:26]>>[Cl:1][c:2]1[cH:3][c:4]([O:11][CH3:16])[c:5]([C:8]([CH3:9])=[O:10])[cH:6][cH:7]1. Starting materials: NC=1C=C(C=CC1)C(=C)C1=CC=C2C(=NN(C2=C1)COCC[Si](C)(C)C)C=CC1=CC=CC=C1 (6-(1-(3-Aminophenyl)-vinyl)-3-styryl-1-[2-trimethylsilanyl-ethoxymethyl]-1H-indazole), C(C)(=O)NC=1C=C(C=CC1)C(=C)C1=CC=C2C(=NN(C2=C1)COCC[Si](C)(C)C)C=CC1=CC=CC=C1 (6-(1-(3-acetamido-phenyl)-vinyl)-3-styryl-1-[2-trimethylsilanyl-ethoxymethyl]-1H-indazole). The solvent is C(C)(=O)OCC.CCCCCC (ethyl acetate hexane). Yields the product C(C)(=O)NC=1C=C(C=CC1)C(=C)C1=CC=C2C(=NNC2=C1)C=CC1=CC=CC=C1 (6-(1-(3-Acetamido-phenyl)-vinyl)-3-styryl-1H-indazole). Reaction SMILES: NC1C=C(C(C2C=C3C(C(C=CC4C=CC=CC=4)=NN3COCC[Si](C)(C)C)=CC=2)=C)C=CC=1.[C:35]([NH:38][C:39]1[CH:40]=[C:41]([C:45]([C:47]2[CH:55]=[C:54]3[C:50]([C:51]([CH:64]=[CH:65][C:66]4[CH:71]=[CH:70][CH:69]=[CH:68][CH:67]=4)=[N:52][N:53]3COCC[Si](C)(C)C)=[CH:49][CH:48]=2)=[CH2:46])[CH:42]=[CH:43][CH:44]=1)(=[O:37])[CH3:36]>C(OCC)(=O)C.CCCCCC>[C:35]([NH:38][C:39]1[CH:40]=[C:41]([C:45]([C:47]2[CH:55]=[C:54]3[C:50]([C:51]([CH:64]=[CH:65][C:66]4[CH:67]=[CH:68][CH:69]=[CH:70][CH:71]=4)=[N:52][NH:53]3)=[CH:49][CH:48]=2)=[CH2:46])[CH:42]=[CH:43][CH:44]=1)(=[O:37])[CH3:36] |f:2.3|. Procedure details: 6-(1-(3-Aminophenyl)-vinyl)-3-styryl-1-[2-trimethylsilanyl-ethoxymethyl]-1H-indazole was converted to 6-(1-(3-acetamido-phenyl)-vinyl)-3-styryl-1-[2-trimethylsilanyl-ethoxymethyl]-1H-indazole as described for Example 12(a): Rf sm 0.42, p 0.26 (ethyl acetate-hexane 4:6); FTIR (thin film) 3305, 3059, 2952, 1667, 1608, 1585, 1555, 1486, 1448, 1433, 1369, 1306, 1249, 1076, 912, 859, 836, 748, 693 cm−1; 1H NMR (300 MHz, CDCl3) δ 7.98 (d, 1H, J=8.5 Hz), 7.7–7.4 (m, 9H), 7.35 (m, 2H), 7.26 (dd, 1H, J=1... Starting materials: FC1=C(C=C(N)C=C1)OC (4-fluoro-3-methoxyaniline), tris(dibenzylidineacetone)dipalladium(0), C1(=CC=CC=C1)P(CCCP(C1=CC=CC=C1)C1=CC=CC=C1)C1=CC=CC=C1 (1,3-bis(diphenylphosphino)propane), CC(C)([O-])C.[Na+] (sodium-tert-butoxide), ClC1=NC=CC(=C1)I (2-Chloro-4-iodopyridine), OP(=O)(O)[O-].[K+] (KH2PO4). Solvent: ClCCl (dichloromethane), CC#N (CH3CN), C1(=CC=CC=C1)C (toluene). Product: ClC1=NC=CC(=C1)NC1=CC(=C(C=C1)F)OC ((2-chloro-pyridin-4-yl)-(4-fluoro-3-methoxy-phenyl)-amine). RXN SMILES: [Cl:1][C:2]1[CH:7]=[C:6](I)[CH:5]=[CH:4][N:3]=1.[F:9][C:10]1[CH:16]=[CH:15][C:13]([NH2:14])=[CH:12][C:11]=1[O:17][CH3:18].C1(P(C2C=CC=CC=2)CCCP(C2C=CC=CC=2)C2C=CC=CC=2)C=CC=CC=1.CC(C)([O-])C.[Na+].OP([O-])(O)=O.[K+]>C1(C)C=CC=CC=1.ClCCl.CC#N>[Cl:1][C:2]1[CH:7]=[C:6]([NH:14][C:13]2[CH:15]=[CH:16][C:10]([F:9])=[C:11]([O:17][CH3:18])[CH:12]=2)[CH:5]=[CH:4][N:3]=1 |f:3.4,5.6|. Procedure: 2-Chloro-4-iodopyridine (340.4 mg, 1.42 mmol) was dissolved in anhydrous toluene (15 mL), after which 4-fluoro-3-methoxyaniline (241.4 mg, 1.7 mmol), tris(dibenzylidineacetone)dipalladium(0) (26.5 mg, 0.028 mmol), 1,3-bis(diphenylphosphino)propane (23 mg, 0.06 mmol), and sodium-tert-butoxide (191.9 mg, 2.0 mmol) were added to the solution. This reaction mixture was stirred at reflux for 12-18 hours, after which the reaction was diluted in dichloromethane and filtered through Celite™. The Celite™... Reactants: ClC1=CC=C(C=C1)C1=CC(=CN1OC)C(=O)O (5-(p-chlorophenyl)-1-methoxypyrrole-3-carboxylic acid), C(C)#N (acetonitrile), ClS(=O)(=O)N=C=O (Chlorosulfonyl isocyanate). Conditions: temperature 0 celsius. Procedure details: Chlorosulfonyl isocyanate (8.1 g, 0.0572 mol) is added dropwise to a 50° C. stirred mixture of 5-(p-chlorophenyl)-1-methoxypyrrole-3-carboxylic acid (6.0 g, 0.0238 mol) in acetonitrile and dimethylformamide. The reaction mixture is stirred to room temperature for 20 hours, cooled to 0° C., treated with dimethylformamide (9.2 mL), heated to 50° C. for 1 hour, cooled to room temperature for 3 hours, diluted with water and extracted with chloroform. The combined chloroform extracts are washed seque... The yield is 18.0%. Yields the product ClC1=CC=C(C=C1)C=1N(C=C(C1C#N)C#N)OC (2-(p-chlorophenyl)-1-methoxypyrrole-3,4-dicarbonitrile). As a reaction SMILES: ClS([N:5]=[C:6]=O)(=O)=O.[Cl:8][C:9]1[CH:14]=[CH:13][C:12]([C:15]2[N:19]([O:20][CH3:21])[CH:18]=[C:17]([C:22](O)=O)[CH:16]=2)=[CH:11][CH:10]=1.C(#[N:27])C>CN(C)C=O.O>[Cl:8][C:9]1[CH:14]=[CH:13][C:12]([C:15]2[N:19]([O:20][CH3:21])[CH:18]=[C:17]([C:22]#[N:27])[C:16]=2[C:6]#[N:5])=[CH:11][CH:10]=1. Solvent: CN(C=O)C (dimethylformamide), O (water), CN(C=O)C (dimethylformamide). Reactants: O=C1CCC(=O)N1Br, CCOc1ccc2cc(-c3ccc([N+](=O)[O-])cc3)n(CC3CC3)c2c1, CN(C)C=O, O. Yields the product CCOc1ccc2c(Br)c(-c3ccc([N+](=O)[O-])cc3)n(CC3CC3)c2c1. RXN SMILES: [Br:26][N:27]1[C:28](=[O:29])[CH2:30][CH2:31][C:32]1=[O:33].[CH:1]1([CH2:4][n:5]2[c:6](-[c:17]3[cH:18][cH:19][c:20]([N+:23](=[O:24])[O-:25])[cH:21][cH:22]3)[cH:7][c:8]3[cH:9][cH:10][c:11]([O:14][CH2:15][CH3:16])[cH:12][c:13]23)[CH2:2][CH2:3]1.[O:34]=[CH:35][N:36]([CH3:37])[CH3:38].[OH2:39]>>[CH:1]1([CH2:4][n:5]2[c:6](-[c:17]3[cH:18][cH:19][c:20]([N+:23](=[O:24])[O-:25])[cH:21][cH:22]3)[c:7]([Br:26])[c:8]3[cH:9][cH:10][c:11]([O:14][CH2:15][CH3:16])[cH:12][c:13]23)[CH2:2][CH2:3]1. The reactants are CCOC(=O)C=O, CC(=O)C(c1ccc(F)cc1)c1ccc(F)cc1. The product is CCOC(=O)C(O)CC(=O)C(c1ccc(F)cc1)c1ccc(F)cc1. Reaction SMILES: [C:19]([CH:20]=[O:21])(=[O:22])[O:23][CH2:24][CH3:25].[F:1][c:2]1[cH:3][cH:4][c:5]([CH:8]([C:9](=[O:10])[CH3:11])[c:12]2[cH:13][cH:14][c:15]([F:18])[cH:16][cH:17]2)[cH:6][cH:7]1>>[F:1][c:2]1[cH:3][cH:4][c:5]([CH:8]([C:9](=[O:10])[CH2:11][CH:20]([C:19](=[O:22])[O:23][CH2:24][CH3:25])[OH:21])[c:12]2[cH:13][cH:14][c:15]([F:18])[cH:16][cH:17]2)[cH:6][cH:7]1. The reactants are Cl.O1C=C(C=C1)C(=O)CN ((3-furylcarbonyl)methylamine hydrochloride), C([O-])(O)=O.[Na+] (sodium bicarbonate), ClC=1C=C(C(=O)Cl)C=CC1Cl (3,4-dichlorobenzoyl chloride). Product: ClC=1C=C(C(=O)NCC(=O)C2=COC=C2)C=CC1Cl (N-(3,4-dichlorobenzoyl)-(3-furylcarbonyl)methylamine). Isolated yield 82.4%. As a reaction SMILES: Cl.[O:2]1[CH:6]=[CH:5][C:4]([C:7]([CH2:9][NH2:10])=[O:8])=[CH:3]1.C(=O)(O)[O-].[Na+].[Cl:16][C:17]1[CH:18]=[C:19]([CH:23]=[CH:24][C:25]=1[Cl:26])[C:20](Cl)=[O:21]>>[Cl:16][C:17]1[CH:18]=[C:19]([CH:23]=[CH:24][C:25]=1[Cl:26])[C:20]([NH:10][CH2:9][C:7]([C:4]1[CH:5]=[CH:6][O:2][CH:3]=1)=[O:8])=[O:21] |f:0.1,2.3|. Reported procedure: 5.0 g of (3-furylcarbonyl)methylamine hydrochloride, 6.5 g of sodium bicarbonate and 6.8 g of 3,4-dichlorobenzoyl chloride are treated in the same manner as described in Preparation 1-(1). 7.6 g of N-(3,4-dichlorobenzoyl)-(3-furylcarbonyl)methylamine are thereby obtained. Yield: 82.0% Starting materials: CN(C)C=O, CCOC(=O)C(C)(C)CCCl, [K+], O, N#C[S-]. The product is CCOC(=O)C(C)(C)CCSC#N. As a reaction SMILES: [CH3:16][N:17]([CH3:18])[CH:19]=[O:20].[Cl:1][CH2:2][CH2:3][C:4]([C:5](=[O:6])[O:7][CH2:8][CH3:9])([CH3:10])[CH3:11].[K+:12].[OH2:21].[S-:13][C:14]#[N:15]>>[CH2:2]([CH2:3][C:4]([C:5](=[O:6])[O:7][CH2:8][CH3:9])([CH3:10])[CH3:11])[S:13][C:14]#[N:15]. Reactants: CC(C)(C)OC(=O)NCC(=O)O, COC(=O)C1CCCN1, CN1CCOCC1, Cl, CN(C)C=O, O, O, On1nnc2ccccc21. Product: COC(=O)C1CCCN1C(=O)CNC(=O)OC(C)(C)C. RXN SMILES: [C:1](=[O:2])([O:3][C:4]([CH3:5])([CH3:6])[CH3:7])[NH:8][CH2:9][C:10](=[O:11])[OH:12].[CH3:13][O:14][C:15]([CH:16]1[NH:17][CH2:18][CH2:19][CH2:20]1)=[O:21].[CH3:34][N:35]1[CH2:36][CH2:37][O:38][CH2:39][CH2:40]1.[ClH:22].[O:41]=[CH:42][N:43]([CH3:44])[CH3:45].[OH2:23].[OH2:46].[OH:24][n:25]1[c:26]2[cH:27][cH:28][cH:29][cH:30][c:31]2[n:32][n:33]1>>[C:1](=[O:2])([O:3][C:4]([CH3:5])([CH3:6])[CH3:7])[NH:8][CH2:9][C:10](=[O:12])[N:17]1[CH:16]([C:15]([O:14][CH3:13])=[O:21])[CH2:20][CH2:19][CH2:18]1.